describe an organic reaction: reactants, conditions, products, and yield From a dataset of the Open Reaction Database (ORD), a public repository of structured organic reaction records. Reactants: C(=O)OC=O (Formic anhydride), C(C)(C)N=C=NC(C)C (1,3-diisopropylcarbodiimide), C(=O)O (formic acid), C(=O)OC=O (formic anhydride), CC1CN(CC(N1)C)CC(C(F)(F)F)(CC(C)(C)C1=C(C=CC(=C1)F)OC)O (2-(3,5-dimethylpiperazin-1-ylmethyl)-1,1,1-trifluoro-4-(5-fluoro-2-methoxyphenyl)-4-methylpentan-2-ol). The solvent is C(Cl)Cl (methylene chloride), C(Cl)Cl (methylene chloride), N1=CC=CC=C1 (pyridine). Run at time 1 hour. Yields the product FC=1C=CC(=C(C1)C(CC(CN1CC(N(C(C1)C)C=O)C)(C(F)(F)F)O)(C)C)OC (4-[4-(5-fluoro-2-methoxyphenyl)-2-hydroxy-4-methyl-2-trifluoromethylpentyl]-2,6-dimethylpiperazine-1-carbaldehyde). As a reaction SMILES: [CH3:1][CH:2]1[NH:7][CH:6]([CH3:8])[CH2:5][N:4]([CH2:9][C:10]([OH:28])([CH2:15][C:16]([C:19]2[CH:24]=[C:23]([F:25])[CH:22]=[CH:21][C:20]=2[O:26][CH3:27])([CH3:18])[CH3:17])[C:11]([F:14])([F:13])[F:12])[CH2:3]1.[CH:29](OC=O)=[O:30].C(N=C=NC(C)C)(C)C.C(O)=O>C(Cl)Cl.N1C=CC=CC=1>[F:25][C:23]1[CH:22]=[CH:21][C:20]([O:26][CH3:27])=[C:19]([C:16]([CH3:18])([CH3:17])[CH2:15][C:10]([OH:28])([C:11]([F:12])([F:13])[F:14])[CH2:9][N:4]2[CH2:3][CH:2]([CH3:1])[N:7]([CH:29]=[O:30])[CH:6]([CH3:8])[CH2:5]2)[CH:24]=1. Procedure details: To a solution of 2-(3,5-dimethylpiperazin-1-ylmethyl)-1,1,1-trifluoro-4-(5-fluoro-2-methoxyphenyl)-4-methylpentan-2-ol (20 mg) in methylene chloride (1 mL) at 0° C. was added pyridine (60.7 μL) followed by formic anhydride (2M in methylene chloride, 0.5 mL). (Formic anhydride was freshly prepared by slow addition of one equivalent of 1,3-diisopropylcarbodiimide to 2 equivalents of formic acid in methylene chloride. The resulting suspension was stirred for 1 hour, and filtered). The resulting mix... Starting materials: CO, CCOC(C)=O, [Na+], CC(=O)OCc1ccc(Oc2ccccc2)cn1, [OH-], O. Product: OCc1ccc(Oc2ccccc2)cn1. Reaction SMILES: [CH3:21][OH:22].[CH3:24][CH2:25][O:26][C:27](=[O:28])[CH3:29].[Na+:20].[O:1]([c:2]1[cH:3][cH:4][cH:5][cH:6][cH:7]1)[c:8]1[cH:9][cH:10][c:11]([CH2:14][O:15][C:16](=[O:17])[CH3:18])[n:12][cH:13]1.[OH-:19].[OH2:23]>>[O:1]([c:2]1[cH:3][cH:4][cH:5][cH:6][cH:7]1)[c:8]1[cH:9][cH:10][c:11]([CH2:14][OH:15])[n:12][cH:13]1.